This data is from the Open Reaction Database (ORD), a public repository of structured organic reaction records. The task is: describe an organic reaction: reactants, conditions, products, and yield Starting materials: CCCC(O)c1c(C)nc(-c2c(CC)cccc2CC)nc1OC, ClCCl, O=S(Cl)Cl. The product is CCCC(Cl)c1c(C)nc(-c2c(CC)cccc2CC)nc1OC. As a reaction SMILES: [CH2:1]([CH3:2])[c:3]1[c:4](-[c:11]2[n:12][c:13]([CH3:24])[c:14]([CH:19]([CH2:20][CH2:21][CH3:22])[OH:23])[c:15]([O:17][CH3:18])[n:16]2)[c:5]([CH2:9][CH3:10])[cH:6][cH:7][cH:8]1.[Cl:29][CH2:30][Cl:31].[S:25]([Cl:26])([Cl:27])=[O:28]>>[CH2:1]([CH3:2])[c:3]1[c:4](-[c:11]2[n:12][c:13]([CH3:24])[c:14]([CH:19]([CH2:20][CH2:21][CH3:22])[Cl:27])[c:15]([O:17][CH3:18])[n:16]2)[c:5]([CH2:9][CH3:10])[cH:6][cH:7][cH:8]1. Reactants: NC=1C=NC2=CC=CC=C2C1NCCC(C)C (3-Amino-4-(3-methylbutylamino)quinoline), C(C)OCC(=O)O (ethoxyacetic acid), [OH-].[Na+] (sodium hydroxide). Solvent: O (water). The product is C(C)OCC=1N(C2=C(C=NC=3C=CC=CC23)N1)CCC(C)C (2-Ethoxymethyl-1-(3-methylbutyl)-1H-imidazo[4,5-c]quinoline). As a reaction SMILES: [NH2:1][C:2]1[CH:3]=[N:4][C:5]2[C:10]([C:11]=1[NH:12][CH2:13][CH2:14][CH:15]([CH3:17])[CH3:16])=[CH:9][CH:8]=[CH:7][CH:6]=2.[CH2:18]([O:20][CH2:21][C:22](O)=O)[CH3:19].[OH-].[Na+]>O>[CH2:18]([O:20][CH2:21][C:22]1[N:12]([CH2:13][CH2:14][CH:15]([CH3:17])[CH3:16])[C:11]2[C:10]3[CH:9]=[CH:8][CH:7]=[CH:6][C:5]=3[N:4]=[CH:3][C:2]=2[N:1]=1)[CH3:19] |f:2.3|. Procedure: 3-Amino-4-(3-methylbutylamino)quinoline (7 g, 0.03 mole; Example 106) was combined with ethoxyacetic acid (8 mL, 0.08 mole) and heated at 150°-160° C. for about 2 hours. The reaction mixture was cooled to room temperature, diluted with water (100 mL), made basic with sodium hydroxide and then extracted with ethyl acetate. The extract was dried over magnesium sulfate then evaporated to provide the crude product as a crystalline solid. The solid was recrystallized from hexane to provide the desire... The reactants are [Cl-].[Al+3].[Cl-].[Cl-] (aluminum chloride), CC1(C2=C(OC3=NC=CC=C31)C=CC=C2)C (5,5-dimethyl-5H-[1]benzopyrano[2,3-b]pyridine), C(C)(=O)Cl (acetyl chloride), ice water. Run at time 1.5 hour. Product: C(C)(=O)C=1C=CC2=C(C(C=3C(=NC=CC3)O2)(C)C)C1 (7-acetyl-5,5-dimethyl-5H-[1]benzopyrano[2,3-b]pyridine). The yield is 66.7%. As a reaction SMILES: [Cl-].[Al+3].[Cl-].[Cl-].[CH3:5][C:6]1([CH3:20])[C:15]2[C:10](=[N:11][CH:12]=[CH:13][CH:14]=2)[O:9][C:8]2[CH:16]=[CH:17][CH:18]=[CH:19][C:7]1=2.[C:21](Cl)(=[O:23])[CH3:22]>>[C:21]([C:18]1[CH:17]=[CH:16][C:8]2[O:9][C:10]3=[N:11][CH:12]=[CH:13][CH:14]=[C:15]3[C:6]([CH3:20])([CH3:5])[C:7]=2[CH:19]=1)(=[O:23])[CH3:22] |f:0.1.2.3|. Procedure details: 9.5 g of powdered aluminum chloride is added in small portions to a mixture of 5 g of 5,5-dimethyl-5H-[1]benzopyrano[2,3-b]pyridine and 5.6 g of acetyl chloride, keeping the temperature at 20°-30°C. The mixture is allowed to stand at 80°C for 1.5 hours, and then poured into ice water. The mixture is extracted with benzene, and the extract is washed with water. The benzene is distilled off, and the crystalline residue is recrystallized from isopropyl ether containing a small amount of carbon tetr... Starting materials: [O-]CC.[Na+] (sodium ethoxide), FC=1C(=C(C=C(C1F)F)CC(=O)OCC)O (ethyl (3,4,5-trifluoro-2-hydroxyphenyl)acetate), ClC1(C=2N(CCC1)C(=NN2)C2=CC(=C(C=C2)C2=CN=C(O2)C)OC)C(=O)OCC (ethyl 8-chloro-3-[3-methoxy-4-(2-methyl-1,3-oxazol-5-yl)phenyl]-5,6,7,8-tetrahydro[1,2,4]triazolo[4,3-a]pyridine-8-carboxylate). Run in [Cl-].[NH4+] (ammonium chloride), C(C)O (ethanol). Conditions: time 30 minute. The product is C(C)OC(CC1=CC(=C(C(=C1OC1(C=2N(CCC1)C(=NN2)C2=CC(=C(C=C2)C2=CN=C(O2)C)OC)C(=O)OCC)F)F)F)=O (ethyl 8-[6-(2-ethoxy-2-oxoethyl)-2,3,4-trifluorophenoxy]-3-[3-methoxy-4-(2-methyl-1,3-oxazol-5-yl)phenyl]-5,6,7,8-tetrahydro[1,2,4]triazolo[4,3-a]pyridine-8-carboxylate). Yield: 45.2%. RXN SMILES: [F:1][C:2]1[C:3]([OH:16])=[C:4]([CH2:10][C:11]([O:13][CH2:14][CH3:15])=[O:12])[CH:5]=[C:6]([F:9])[C:7]=1[F:8].[O-]CC.[Na+].Cl[C:22]1([C:45]([O:47][CH2:48][CH3:49])=[O:46])[CH2:27][CH2:26][CH2:25][N:24]2[C:28]([C:31]3[CH:36]=[CH:35][C:34]([C:37]4[O:41][C:40]([CH3:42])=[N:39][CH:38]=4)=[C:33]([O:43][CH3:44])[CH:32]=3)=[N:29][N:30]=[C:23]12>C(O)C.[Cl-].[NH4+]>[CH2:14]([O:13][C:11](=[O:12])[CH2:10][C:4]1[C:3]([O:16][C:22]2([C:45]([O:47][CH2:48][CH3:49])=[O:46])[CH2:27][CH2:26][CH2:25][N:24]3[C:28]([C:31]4[CH:36]=[CH:35][C:34]([C:37]5[O:41][C:40]([CH3:42])=[N:39][CH:38]=5)=[C:33]([O:43][CH3:44])[CH:32]=4)=[N:29][N:30]=[C:23]23)=[C:2]([F:1])[C:7]([F:8])=[C:6]([F:9])[CH:5]=1)[CH3:15] |f:1.2,5.6|. Procedure: To a mixture of ethyl (3,4,5-trifluoro-2-hydroxyphenyl)acetate (1.77 g) in ethanol (15 mL) was added sodium ethoxide (0.514 g) at room temperature under a nitrogen atmosphere, and the mixture was stirred for 30 min. To the reaction mixture was added ethyl 8-chloro-3-[3-methoxy-4-(2-methyl-1,3-oxazol-5-yl)phenyl]-5,6,7,8-tetrahydro[1,2,4]triazolo[4,3-a]pyridine-8-carboxylate (3 g), the mixture was stirred at 80° C. overnight under a nitrogen atmosphere, and diluted with saturated aqueous ammonium... The reactants are NC=1C=C2CC(C(C2=CC1F)=O)CCCC (5-amino-2-butyl-6-fluoro-1-indanone), C[O-].[Na+] (sodium methoxide), C(=C)C(=O)CC (ethyl vinyl ketone). Solvent: C(C)O (ethanol), C(Cl)Cl (CH2Cl2). Run at temperature 70 celsius. Yields the product NC=1C=C2CC(C(C2=CC1F)=O)(CCC(CC)=O)CCCC (5-amino-2-butyl-6-fluoro-2-(3-oxopentyl)-1-indanone). The yield is 217.4%. RXN SMILES: [NH2:1][C:2]1[CH:3]=[C:4]2[C:8](=[CH:9][C:10]=1[F:11])C(=O)[CH:6]([CH2:13][CH2:14][CH2:15][CH3:16])[CH2:5]2.[CH3:17][O-:18].[Na+].[CH:20]([C:22]([CH2:24][CH3:25])=[O:23])=[CH2:21]>C(O)C.C(Cl)Cl>[NH2:1][C:2]1[CH:3]=[C:4]2[C:8](=[CH:9][C:10]=1[F:11])[C:17](=[O:18])[C:6]([CH2:13][CH2:14][CH2:15][CH3:16])([CH2:21][CH2:20][C:22](=[O:23])[CH2:24][CH3:25])[CH2:5]2 |f:1.2|. Procedure details: A solution of 5-amino-2-butyl-6-fluoro-1-indanone (0.81 g, 3.84 mmol) in ethanol (18 mL) was treated with sodium methoxide (0.5M solution in MeOH, 1.54 mL, 0.768 mmol) and ethyl vinyl ketone (0.572 mL, 5.76 mmol). The resulting solution was stirred under a nitrogen atmosphere and heated in an oil bath at 70° C. over night. After cooling to room temperature, the mixture was diluted with CH2Cl2 and filtered through a pad of silica gel. The product washed off with EtOAc and the filtrate was evapora... Starting materials: N[C@@H]([C@H](O)C)C(=O)N1[C@H](C(=O)OC(C)(C)C)CCC1 (H-Thr-Pro-OtBu), C1=CC=C(C=C1)COC(=O)N[C@@H](CCC(=O)N)C(=O)OC2=CC=C(C=C2)[N+](=O)[O-] (Z-Gln-ONp). Solvent: CN(C)C=O (DMF). Conditions: time 20 hour. Yields the product N[C@@H](CCC(N)=O)C(=O)N[C@@H]([C@H](O)C)C(=O)N1[C@H](C(=O)OC(C)(C)C)CCC1 (H-Gln-Thr-Pro-OtBu). Reaction SMILES: [NH2:1][C@H:2]([C:6]([N:8]1[CH2:19][CH2:18][CH2:17][C@H:9]1[C:10]([O:12][C:13]([CH3:16])([CH3:15])[CH3:14])=[O:11])=[O:7])[C@@H:3]([CH3:5])[OH:4].C1C=CC(COC([NH:30][C@H:31]([C:37](OC2C=CC([N+]([O-])=O)=CC=2)=[O:38])[CH2:32][CH2:33][C:34]([NH2:36])=[O:35])=O)=CC=1>CN(C=O)C>[NH2:30][C@H:31]([C:37]([NH:1][C@H:2]([C:6]([N:8]1[CH2:19][CH2:18][CH2:17][C@H:9]1[C:10]([O:12][C:13]([CH3:15])([CH3:14])[CH3:16])=[O:11])=[O:7])[C@@H:3]([CH3:5])[OH:4])=[O:38])[CH2:32][CH2:33][C:34](=[O:35])[NH2:36]. Procedure: 1.36 g H-Thr-Pro-OtBu is dissolved in 10 ml DMF, after which 1.93 g Z-Gln-ONp is added and the reaction mixture is stirred for about 20 hours at room temperature. Reactants: CNCCOC1COc2ccccc2-c2c(C3CCCCC3)c3ccc(C(=O)NS(=O)(=O)N(C)CC(OC)OC)cc3n2C1, ClCCl, O=C(O)C(F)(F)F, O. Product: CNCCOC1COc2ccccc2-c2c(C3CCCCC3)c3ccc(C(=O)NS(=O)(=O)N(C)CC=O)cc3n2C1. As a reaction SMILES: [CH:1]1([c:7]2[c:8]3[cH:9][cH:10][c:11]([C:31](=[O:32])[NH:33][S:34](=[O:35])(=[O:36])[N:37]([CH3:38])[CH2:39][CH:40]([O:41][CH3:44])[O:42][CH3:43])[cH:12][c:13]3[n:14]3[c:21]2-[c:20]2[c:19]([cH:25][cH:24][cH:23][cH:22]2)[O:18][CH2:17][CH:16]([O:26][CH2:27][CH2:28][NH:29][CH3:30])[CH2:15]3)[CH2:2][CH2:3][CH2:4][CH2:5][CH2:6]1.[Cl:53][CH2:54][Cl:55].[F:45][C:46]([F:47])([F:48])[C:49]([OH:50])=[O:51].[OH2:52]>>[CH:1]1([c:7]2[c:8]3[cH:9][cH:10][c:11]([C:31](=[O:32])[NH:33][S:34](=[O:35])(=[O:36])[N:37]([CH3:38])[CH2:39][CH:40]=[O:41])[cH:12][c:13]3[n:14]3[c:21]2-[c:20]2[c:19]([cH:25][cH:24][cH:23][cH:22]2)[O:18][CH2:17][CH:16]([O:26][CH2:27][CH2:28][NH:29][CH3:30])[CH2:15]3)[CH2:2][CH2:3][CH2:4][CH2:5][CH2:6]1. The reactants are [Li]CCCC, COC(=O)Cc1ccc(N2CCOCC2)cc1, CN1CCCN(C)C1=O, CC(C)NC(C)C, ICC1CCCC1, C1CCOC1. Product: COC(=O)C(CC1CCCC1)c1ccc(N2CCOCC2)cc1. As a reaction SMILES: [CH2:8]([Li:9])[CH2:10][CH2:11][CH3:12].[CH3:13][O:14][C:15]([CH2:16][c:17]1[cH:18][cH:19][c:20]([N:23]2[CH2:24][CH2:25][O:26][CH2:27][CH2:28]2)[cH:21][cH:22]1)=[O:29].[CH3:42][N:43]1[CH2:44][CH2:45][CH2:46][N:47]([CH3:48])[C:49]1=[O:50].[CH:1]([NH:2][CH:3]([CH3:4])[CH3:5])([CH3:6])[CH3:7].[I:30][CH2:31][CH:32]1[CH2:33][CH2:34][CH2:35][CH2:36]1.[O:37]1[CH2:38][CH2:39][CH2:40][CH2:41]1>>[CH3:13][O:14][C:15]([CH:16]([c:17]1[cH:18][cH:19][c:20]([N:23]2[CH2:24][CH2:25][O:26][CH2:27][CH2:28]2)[cH:21][cH:22]1)[CH2:31][CH:32]1[CH2:33][CH2:34][CH2:35][CH2:36]1)=[O:29]. Reaction SMILES: [C:1]1([N:7]=[C:8]=[O:9])[CH:6]=[CH:5][CH:4]=[CH:3][CH:2]=1.[C:10]([O:34][CH:35]1[CH2:40][C:39]([CH3:42])([CH3:41])[N:38]([OH:43])[C:37]([CH3:45])([CH3:44])[CH2:36]1)(=[O:33])[CH2:11][CH2:12][CH2:13][CH2:14][CH2:15][CH2:16][CH2:17][CH2:18][C:19]([O:21][CH:22]1[CH2:27][C:26]([CH3:29])([CH3:28])[N:25]([OH:30])[C:24]([CH3:32])([CH3:31])[CH2:23]1)=[O:20]>ClCCl.CO>[C:10]([O:34][CH:35]1[CH2:36][C:37]([CH3:45])([CH3:44])[N:38]([O:43][C:8](=[O:9])[NH:7][C:1]2[CH:6]=[CH:5][CH:4]=[CH:3][CH:2]=2)[C:39]([CH3:42])([CH3:41])[CH2:40]1)(=[O:33])[CH2:11][CH2:12][CH2:13][CH2:14][CH2:15][CH2:16][CH2:17][CH2:18][C:19]([O:21][CH:22]1[CH2:23][C:24]([CH3:31])([CH3:32])[N:25]([O:30][C:8](=[O:9])[NH:7][C:1]2[CH:6]=[CH:5][CH:4]=[CH:3][CH:2]=2)[C:26]([CH3:28])([CH3:29])[CH2:27]1)=[O:20]. The solvent is ClCCl (dichloromethane), ClCCl (dichloromethane), CO (methanol). Procedure: Phenyl isocyanate (9.5 g, 80 mmol) is added over 5 minutes to a suspension of 20.0 g (39 mmol) of di-(1-hydroxy-2,2,6,6-tetramethylpiperidin-4-yl) sebacate in 125 ml of dichloromethane. The resulting solution is refluxed for 30 minutes and then evaporated to obtain a solid. The crude solid is briefly refluxed in methanol, filtered off, and recrystallized from 2-propanol: dichloromethane to give 22.2g (76% yield) of white solid, m.p. 159-61° C.(dec). Yields the product C(CCCCCCCCC(=O)OC1CC(N(C(C1)(C)C)OC(NC1=CC=CC=C1)=O)(C)C)(=O)OC1CC(N(C(C1)(C)C)OC(NC1=CC=CC=C1)=O)(C)C (Di-(1-phenylcarbamoyloxy-2,2,6,6-tetramethylpiperidin-4-yl) Sebacate). Starting materials: C1(=CC=CC=C1)N=C=O (Phenyl isocyanate), C(CCCCCCCCC(=O)OC1CC(N(C(C1)(C)C)O)(C)C)(=O)OC1CC(N(C(C1)(C)C)O)(C)C (di-(1-hydroxy-2,2,6,6-tetramethylpiperidin-4-yl) sebacate). Isolated yield 75.8%.